Dataset: the Open Reaction Database (ORD), a public repository of structured organic reaction records. Task: describe an organic reaction: reactants, conditions, products, and yield Reactants: CC(CC(NC=1C=NC2=C(C=CC=C2C1)C)C1=CC=C(C(=O)NCCC(=O)O)C=C1)C (3-{4-[3-Methyl-1-(8-methyl-quinolin-3-ylamino)-butyl]-benzoylamino}-propionic acid), BrC=1C=NC2=CC=C(C=C2C1)C (3-bromo-6-methylquinoline). Yields the product CC(CC(NC=1C=NC2=CC=C(C=C2C1)C)C1=CC=C(C(=O)NCCC(=O)O)C=C1)C (N-(4-{3-methyl-1-[(6-methylquinolin-3-yl)amino]butyl}benzoyl)-beta-alanine). RXN SMILES: [CH3:1][CH:2]([CH3:31])[CH2:3][CH:4]([C:17]1[CH:30]=[CH:29][C:20]([C:21]([NH:23][CH2:24][CH2:25][C:26]([OH:28])=[O:27])=[O:22])=[CH:19][CH:18]=1)[NH:5][C:6]1[CH:7]=[N:8][C:9]2[C:14]([CH:15]=1)=[CH:13][CH:12]=[CH:11][C:10]=2C.Br[C:33]1C=NC2C(C=1)=CC(C)=CC=2>>[CH3:31][CH:2]([CH3:1])[CH2:3][CH:4]([C:17]1[CH:18]=[CH:19][C:20]([C:21]([NH:23][CH2:24][CH2:25][C:26]([OH:28])=[O:27])=[O:22])=[CH:29][CH:30]=1)[NH:5][C:6]1[CH:7]=[N:8][C:9]2[C:14]([CH:15]=1)=[CH:13][C:12]([CH3:33])=[CH:11][CH:10]=2. Procedure: Prepared analogous to 3-{4-[3-Methyl-1-(8-methyl-quinolin-3-ylamino)-butyl]-benzoylamino}-propionic acid, Example 25, using 3-bromo-6-methylquinoline. m/z (M+1)=420.2.